Dataset: the Open Reaction Database (ORD), a public repository of structured organic reaction records. Task: describe an organic reaction: reactants, conditions, products, and yield The reactants are CCN(C(C)C)C(C)C (N,N′-Diisopropylethylamine), [OH-].[Na+] (sodium hydroxide), Cl.Cl.N[C@@H]1CN2CCC1CC2 ((S)-(−)-3-Aminoquinuclidine dihydrochloride), IC1=CC=C(C(=O)Cl)C=C1 (4-Iodobenzoyl chloride). The solvent is CN(C)C=O (DMF). Conditions: time 3 hour. The product is IC1=CC=C(C(=O)N[C@@H]2CN3CCC2CC3)C=C1 ((S)-4-iodo-N-(quinuclidin-3-yl)benzamide). Yield: 64.2%. RXN SMILES: CCN(C(C)C)C(C)C.Cl.Cl.[NH2:12][C@H:13]1[CH:18]2[CH2:19][CH2:20][N:15]([CH2:16][CH2:17]2)[CH2:14]1.[I:21][C:22]1[CH:30]=[CH:29][C:25]([C:26](Cl)=[O:27])=[CH:24][CH:23]=1.[OH-].[Na+]>CN(C=O)C>[I:21][C:22]1[CH:30]=[CH:29][C:25]([C:26]([NH:12][C@H:13]2[CH:18]3[CH2:19][CH2:20][N:15]([CH2:16][CH2:17]3)[CH2:14]2)=[O:27])=[CH:24][CH:23]=1 |f:1.2.3,5.6|. Procedure: N,N′-Diisopropylethylamine (1.05 ml, 6.03 mmol) was added to a flask charged with DMF solution mixture of (S)-(−)-3-Aminoquinuclidine dihydrochloride (400 mg, 2.01 mmol) and 4-Iodobenzoyl chloride (616 mg, 2.31 mmol). The clear yellow solution was stirred for 3 hours. The reaction mixture was worked up by addition of 1N sodium hydroxide aqueous solution and extracted twice with ethyl acetate, combined organic layer was washed with saturated brine solution, dried over sodium sulfate, filtered, an... Reactants: C(C)(C)(C)OC(CN)=O (glycine tert-butyl ester), COCC(CC=O)(C)C (4-methoxy-3,3-dimethyl-butyraldehyde). Solvent: C(Cl)Cl (CH2Cl2). Yields the product C(C)(C)(C)OC(C/N=C/CC(COC)(C)C)=O ([4-methoxy-3,3-dimethyl-but-(E)-ylideneamino]-acetic acid tert-butyl ester). Yield: 100.1%. RXN SMILES: [C:1]([O:5][C:6](=[O:9])[CH2:7][NH2:8])([CH3:4])([CH3:3])[CH3:2].[CH3:10][O:11][CH2:12][C:13]([CH3:18])([CH3:17])[CH2:14][CH:15]=O>C(Cl)Cl>[C:1]([O:5][C:6](=[O:9])[CH2:7]/[N:8]=[CH:15]/[CH2:14][C:13]([CH3:18])([CH3:17])[CH2:12][O:11][CH3:10])([CH3:4])([CH3:3])[CH3:2]. Reported procedure: Step E In a manner similar to the method described in Example 1a, glycine tert-butyl ester (0.3 g, 2.3 mmol) was reacted with 4-methoxy-3,3-dimethyl-butyraldehyde (0.3 g, 2.3 mmol) in CH2Cl2 at room temperature for 18 h to give [4-methoxy-3,3-dimethyl-but-(E)-ylideneamino]-acetic acid tert-butyl ester as a colorless oil (0.56 g, 100%). Starting materials: N1C=NC(=C1)/C=C/C(=O)O (trans-4-imidazoleacrylic acid), Cl (HCl), CO (methanol). Yields the product Cl.COC(\C=C\C=1N=CNC1)=O (Trans-4-imidazoleacrylic acid methyl ester hydrochloride). RXN SMILES: [NH:1]1[CH:5]=[C:4](/[CH:6]=[CH:7]/[C:8]([OH:10])=[O:9])[N:3]=[CH:2]1.[ClH:11].[CH3:12]O>>[ClH:11].[CH3:12][O:9][C:8](=[O:10])/[CH:7]=[CH:6]/[C:4]1[N:3]=[CH:2][NH:1][CH:5]=1 |f:3.4|. Procedure details: A solution of trans-4-imidazoleacrylic acid (20.0 g 145 mmol) in methanol (300 ml) was saturated with anhydrous HCl and the resulting solution was then refluxed for 90 min. After cooling to room temperature the solvent was removed in vacu to to give the title compound as a white solid: 1H NMR (CD3OD) d 3.80 (s, 3 H), 6.61 (d, J=16 Hz, 1 H), 7.60 (d, J=16 Hz, 1 H), 7.92, (s, 1 H), 9.05, (s, 1 H). The reagents and catalysts are [Cl-].[Zn+2].[Cl-] (zinc chloride). Procedure details: 60 g (0.273 mol) of o-naphthylphenol and 0.6 g of zinc chloride are heated to 200° C. while stirring. 46 g (0.335 mol) of phosphorus trichloride are then added dropwise over a period of 5 hours and the mixture is subsequently stirred further for 4 hours under reflux. The off-gas (HCl) eliminated is conducted away. The mixture is then cooled and the excess phosphorus trichloride is distilled off under reduced pressure. The residue is distilled at a bath temperature of from 200° to 225° C. and 0.2... Isolated yield 66.0%. Yields the product ClP1OC2=C(C3=C1C=CC1=CC=CC=C13)C=CC=C2 (6-chloro-6H-benzo[e]naphth[2,1-c][1,2]-oxaphosphorin). The reactants are P(Cl)(Cl)Cl (phosphorus trichloride), C1(=CC=CC2=CC=CC=C12)C1=C(C=CC=C1)O (o-naphthylphenol), Cl (HCl). Reaction SMILES: [C:1]1([C:11]2[CH:16]=[CH:15][CH:14]=[CH:13][C:12]=2[OH:17])[C:10]2[C:5](=[CH:6][CH:7]=[CH:8][CH:9]=2)[CH:4]=[CH:3][CH:2]=1.[P:18](Cl)(Cl)[Cl:19].Cl>[Cl-].[Zn+2].[Cl-]>[Cl:19][P:18]1[C:2]2[CH:3]=[CH:4][C:5]3[C:10]([C:1]=2[C:11]2[CH:16]=[CH:15][CH:14]=[CH:13][C:12]=2[O:17]1)=[CH:9][CH:8]=[CH:7][CH:6]=3 |f:3.4.5|. Reactants: N1=NC(=CC=C1)CNCCN (N-(3-pyridazinylmethyl)ethylenediamine), CN(CCN=C=S)C (2-dimethylaminoethyl isothiocyanate). Yields the product CN(CCNC(=S)NCCN(C)C=1N=NC=CC1)C (N-(2-Dimethylaminoethyl)-N'-[2-(3-pyridazinyl-methylamino)ethyl]thiourea). As a reaction SMILES: [N:1]1[CH:6]=[CH:5][CH:4]=[C:3](CNCCN)[N:2]=1.[CH3:12][N:13]([CH3:19])[CH2:14][CH2:15][N:16]=[C:17]=[S:18]>>[CH3:12][N:13]([CH3:19])[CH2:14][CH2:15][NH:16][C:17]([NH:16][CH2:15][CH2:14][N:13]([C:3]1[N:2]=[N:1][CH:6]=[CH:5][CH:4]=1)[CH3:12])=[S:18]. Procedure details: Reacting N-(3-pyridazinylmethyl)ethylenediamine with 2-dimethylaminoethyl isothiocyanate by the procedure of Example 40 gives the title compound. Reactants: C(CCC)OC1=C(C=C2C(=CC(OC2=C1)(C)C)C(C)C)/C(=C(\C=C\C(=C\C(=O)OCC)\C)/F)/C (ethyl (2E,4E,6E)-7-(7-butoxy-4-isopropyl-2,2-dimethyl-2H-chromen-6-yl)-6-fluoro-3-methyl-octa-2,4,6-trienoate), C(CCC)OC1=C(C=C2C(=CC(OC2=C1)(C)C)C(C)C)/C(=C(\C=C\C(=C\C(=O)OCC)\C)/F)/C (ethyl (2E,4E,6E)-7-(7-butoxy-4-isopropyl-2,2-dimethyl-2H-chromen-6-yl)-6-fluoro-3-methyl-octa-2,4,6-trienoate), [OH-].[Na+] (NaOH). Yields the product C(CCC)OC1=C(C=C2C(=CC(OC2=C1)(C)C)C(C)C)/C(=C(\C=C\C(=C\C(=O)O)\C)/F)/C ((2E,4E,6E)-7-(7-Butoxy-4-isopropyl-2,2-dimethyl-2H-chromen-6-yl)-6-fluoro-3-methyl-octa-2,4,6-trienoic acid). RXN SMILES: [CH2:1]([O:5][C:6]1[CH:15]=[C:14]2[C:9]([C:10]([CH:18]([CH3:20])[CH3:19])=[CH:11][C:12]([CH3:17])([CH3:16])[O:13]2)=[CH:8][C:7]=1/[C:21](/[CH3:34])=[C:22](/[F:33])\[CH:23]=[CH:24]\[C:25](\[CH3:32])=[CH:26]\[C:27]([O:29]CC)=[O:28])[CH2:2][CH2:3][CH3:4].[OH-].[Na+]>>[CH2:1]([O:5][C:6]1[CH:15]=[C:14]2[C:9]([C:10]([CH:18]([CH3:20])[CH3:19])=[CH:11][C:12]([CH3:17])([CH3:16])[O:13]2)=[CH:8][C:7]=1/[C:21](/[CH3:34])=[C:22](/[F:33])\[CH:23]=[CH:24]\[C:25](\[CH3:32])=[CH:26]\[C:27]([OH:29])=[O:28])[CH2:2][CH2:3][CH3:4] |f:1.2|. Procedure: Following General Procedure G, a solution of ethyl (2E,4E,6E)-7-(7-butoxy-4-isopropyl-2,2-dimethyl-2H-chromen-6-yl)-6-fluoro-3-methyl-octa-2,4,6-trienoate (Compound 113, 95 mg, 0.20 mmol) was hydrolyzed with NaOH to yield the title compound as a yellow solid after recrystallized from acetonitrile. The reactants are FC(C(=O)O)(F)F (Trifluoroacetic acid), ClC1=C(C(=C(C=C1)CNC(=O)C=1NC2=CC=C(C=C2C1)NC(OC(C)(C)C)=O)F)OC1=CC(=CC(=C1)C#N)Cl (1,1-dimethylethyl (2-{[({4-chloro-3-[(3-chloro-5-cyanophenyl)oxy]-2-fluorophenyl}methyl)amino]carbonyl}-1H-indol-5-yl)carbamate). The yield is 44.2%. Solvent: ClCCl (dichloromethane). As a reaction SMILES: [F:1][C:2]([F:7])([F:6])[C:3]([OH:5])=[O:4].[Cl:8][C:9]1[CH:14]=[CH:13][C:12]([CH2:15][NH:16][C:17]([C:19]2[NH:20][C:21]3[C:26]([CH:27]=2)=[CH:25][C:24]([NH:28]C(=O)OC(C)(C)C)=[CH:23][CH:22]=3)=[O:18])=[C:11]([F:36])[C:10]=1[O:37][C:38]1[CH:43]=[C:42]([C:44]#[N:45])[CH:41]=[C:40]([Cl:46])[CH:39]=1>ClCCl>[F:1][C:2]([F:7])([F:6])[C:3]([OH:5])=[O:4].[NH2:28][C:24]1[CH:25]=[C:26]2[C:21](=[CH:22][CH:23]=1)[NH:20][C:19]([C:17]([NH:16][CH2:15][C:12]1[CH:13]=[CH:14][C:9]([Cl:8])=[C:10]([O:37][C:38]3[CH:43]=[C:42]([C:44]#[N:45])[CH:41]=[C:40]([Cl:46])[CH:39]=3)[C:11]=1[F:36])=[O:18])=[CH:27]2 |f:3.4|. Procedure: Trifluoroacetic acid (0.5 ml, 6.49 mmol) was added to a suspension of 1,1-dimethylethyl (2-{[({4-chloro-3-[(3-chloro-5-cyanophenyl)oxy]-2-fluorophenyl}methyl)amino]carbonyl}-1H-indol-5-yl)carbamate (0.038 g, 0.066 mmol) in dichloromethane (2 mL). The resulting solution was stirred at RT for 2 h. The solvent was evaporated and the residue was purified by Reverse-Phase HPLC (water/acetonitrile with 0.1% TFA) to give the title compound (0.017 g, 44%) as a white solid. 1H NMR (400 MHz, DMSO-d6): δ p... Yields the product FC(C(=O)O)(F)F.NC=1C=C2C=C(NC2=CC1)C(=O)NCC1=C(C(=C(C=C1)Cl)OC1=CC(=CC(=C1)C#N)Cl)F (5-amino-N-({4-chloro-3-[(3-chloro-5-cyanophenyl)oxy]-2-fluorophenyl}methyl)-1H-indole-2-carboxamide trifluoroacetate). Reaction conditions: time 2 hour. Reactants: C(C)(=O)OC1CCN(CC1)C1=CC=C(C=C1)B1OC(C(O1)(C)C)(C)C (1-(4-(4,4,5,5-tetramethyl-1,3,2-dioxaborolan-2-yl)phenyl)piperidin-4-yl acetate), BrC1=CC=C(C=C1)C1CCN(CC1)C (4-(4-bromophenyl)-1-methylpiperidine). The solvent is CCOC(=O)C (EtOAc), O (water). Yields the product CN1CCC(CC1)C1=CC=C(C=C1)B1OC(C(O1)(C)C)(C)C (1-methyl-4-(4-(4,4,5,5-tetramethyl-1,3,2-dioxaborolan-2-yl)phenyl)piperidine). Reaction SMILES: C(OC1CCN([C:11]2[CH:16]=[CH:15][C:14]([B:17]3[O:21][C:20]([CH3:23])([CH3:22])[C:19]([CH3:25])([CH3:24])[O:18]3)=[CH:13][CH:12]=2)CC1)(=O)C.BrC1C=CC([CH:33]2[CH2:38][CH2:37][N:36]([CH3:39])[CH2:35][CH2:34]2)=CC=1>CCOC(C)=O.O>[CH3:39][N:36]1[CH2:37][CH2:38][CH:33]([C:11]2[CH:12]=[CH:13][C:14]([B:17]3[O:18][C:19]([CH3:24])([CH3:25])[C:20]([CH3:22])([CH3:23])[O:21]3)=[CH:15][CH:16]=2)[CH2:34][CH2:35]1. Procedure: The title compound was synthesized according to the method described for the synthesis of 1-(4-(4,4,5,5-tetramethyl-1,3,2-dioxaborolan-2-yl)phenyl)piperidin-4-yl acetate, except substituting 4-(4-bromophenyl)-1-methylpiperidine (236 mg, 0.93 mmol). The reaction was then allowed to cool to rt and was diluted with EtOAc and water was added. The resulting mixture was extracted with EtOAc and the combined organic extracts were washed with brine, dried over MgSO4 and concentrated to give a viscous br...